From a dataset of the Open Reaction Database (ORD), a public repository of structured organic reaction records. describe an organic reaction: reactants, conditions, products, and yield Starting materials: NC=1C=CC=C2C=CC(=CC12)O (8-amino-2-naphthol), C([O-])(O)=O.[Na+] (sodium bicarbonate), [I-].[Na+] (sodium iodide), CN(CCCl)CCCl.Cl (mechlorethamine hydrochloride), [OH-].[NH4+] (ammonium hydroxide), C=1C=CC=2C(C1)=CC=CC2O (naphthol). Solvent: CO (methanol), C(C)#N (acetonitrile), C(Cl)Cl (methylene chloride). Run at time 2 hour. Product: CN1CCN(CC1)C=1C=CC=C2C=CC(=CC12)O (8-(4-methylpiperazin-1-yl)naphthalen-2-ol). Reaction SMILES: [NH2:1][C:2]1[CH:3]=[CH:4][CH:5]=[C:6]2[C:11]=1[CH:10]=[C:9]([OH:12])[CH:8]=[CH:7]2.C(=O)(O)[O-].[Na+].[I-].[Na+].[CH3:20][N:21]([CH2:25][CH2:26]Cl)[CH2:22][CH2:23]Cl.Cl.[OH-].[NH4+].C1C=CC2C(=CC=CC=2O)C=1>C(#N)C.CO.C(Cl)Cl>[CH3:20][N:21]1[CH2:25][CH2:26][N:1]([C:2]2[CH:3]=[CH:4][CH:5]=[C:6]3[C:11]=2[CH:10]=[C:9]([OH:12])[CH:8]=[CH:7]3)[CH2:23][CH2:22]1 |f:1.2,3.4,5.6,7.8|. Reported procedure: To a stirring solution of 8-amino-2-naphthol (3.28 g, 20 mmol, Aldrich Chem. Co.) in 100 mL of acetonitrile was added sodium bicarbonate (7.42 g, 88 mmol), sodium iodide (6.72 g, 44 mmol) and mechlorethamine hydrochloride (4.32 g, 22 mmol). Under nitrogen, the reaction was heated to reflux and stirred for another 2 hr. The reaction mixture was then allowed to cool to room temperature and was stirred overnight. A thin layer chromatography (tlc) using methylene chloride: methanol: conc. ammonium h... Reactants: Cl, O=C(O)COc1ccc(C(F)(F)F)nc1, CS(=O)(=O)Nc1ccc(CN)cc1F. Yields the product CS(=O)(=O)Nc1ccc(CNC(=O)COc2ccc(C(F)(F)F)nc2)cc1F. As a reaction SMILES: [ClH:15].[F:16][C:17]([c:18]1[cH:19][cH:20][c:21]([O:24][CH2:25][C:26](=[O:27])[OH:28])[cH:22][n:23]1)([F:29])[F:30].[NH2:1][CH2:2][c:3]1[cH:4][c:5]([F:14])[c:6]([NH:9][S:10](=[O:11])(=[O:12])[CH3:13])[cH:7][cH:8]1>>[NH:1]([CH2:2][c:3]1[cH:4][c:5]([F:14])[c:6]([NH:9][S:10](=[O:11])(=[O:12])[CH3:13])[cH:7][cH:8]1)[C:26]([CH2:25][O:24][c:21]1[cH:20][cH:19][c:18]([C:17]([F:16])([F:29])[F:30])[n:23][cH:22]1)=[O:27]. Starting materials: OB(O)c1ccc(Br)cc1, O=C([O-])[O-], CCOC(=O)c1c(I)c(C#N)c(CC)n1C, ClCCl, [Na+], [Na+], C1COCCO1, O. Yields the product CCOC(=O)c1c(-c2ccc(Br)cc2)c(C#N)c(CC)n1C. RXN SMILES: [Br:17][c:18]1[cH:19][cH:20][c:21]([B:24]([OH:25])[OH:26])[cH:22][cH:23]1.[C:27](=[O:28])([O-:29])[O-:30].[CH2:1]([CH3:2])[O:3][C:4](=[O:5])[c:6]1[n:7]([CH3:16])[c:8]([CH2:14][CH3:15])[c:9]([C:12]#[N:13])[c:10]1[I:11].[CH2:39]([Cl:40])[Cl:41].[Na+:31].[Na+:32].[O:33]1[CH2:34][CH2:35][O:36][CH2:37][CH2:38]1.[OH2:42]>>[CH2:1]([CH3:2])[O:3][C:4](=[O:5])[c:6]1[n:7]([CH3:16])[c:8]([CH2:14][CH3:15])[c:9]([C:12]#[N:13])[c:10]1-[c:21]1[cH:20][cH:19][c:18]([Br:17])[cH:23][cH:22]1. The reactants are sulfinyl imine, FCC(=O)C1=C(C=CC=C1)F (2-fluoro-1-(2-fluoro-phenyl)-ethanone), C(C)(C)(C)[S@@](=O)N ((R)-tert-butylsulfinamide). Product: FC\C(\C1=C(C=CC=C1)F)=N\[S@](=O)C(C)(C)C ((R)-2-methyl-propane-2-sulfinic acid [2-fluoro-1-(2-fluoro-phenyl)-eth-(E)-ylidene]-amide). Isolated yield 62.0%. RXN SMILES: [F:1][CH2:2][C:3]([C:5]1[CH:10]=[CH:9][CH:8]=[CH:7][C:6]=1[F:11])=O.[C:12]([S@:16]([NH2:18])=[O:17])([CH3:15])([CH3:14])[CH3:13]>>[F:1][CH2:2]/[C:3](=[N:18]/[S@@:16]([C:12]([CH3:15])([CH3:14])[CH3:13])=[O:17])/[C:5]1[CH:10]=[CH:9][CH:8]=[CH:7][C:6]=1[F:11]. Procedure details: In a manner analogous to that described for the preparation of sulfinyl imine E2.1 the reaction of 2-fluoro-1-(2-fluoro-phenyl)-ethanone with (R)-tert-butylsulfinamide yielded the (R)-2-methyl-propane-2-sulfinic acid [2-fluoro-1-(2-fluoro-phenyl)-eth-(E)-ylidene]-amide (62% yield) as an orange oil. MS (ISP): m/z=260.2 [M+H]+. Reactants: C[Si](C)(C)C#CC1=CN=C2N1C=CN=C2 (3-((trimethylsilyl)ethynyl)imidazo[1,2-a]pyrazine), C(C)(=O)OCC (Ethyl acetate), C([O-])([O-])=O.[K+].[K+] (potassium carbonate). The solvent is CO (Methanol). Reaction conditions: time 1 hour. The product is C(#C)C1=CN=C2N1C=CN=C2 (3-Ethynylimidazo[1,2-a]pyrazine). RXN SMILES: C[Si]([C:5]#[C:6][C:7]1[N:11]2[CH:12]=[CH:13][N:14]=[CH:15][C:10]2=[N:9][CH:8]=1)(C)C.C(OCC)(=O)C.C(=O)([O-])[O-].[K+].[K+]>CO>[C:6]([C:7]1[N:11]2[CH:12]=[CH:13][N:14]=[CH:15][C:10]2=[N:9][CH:8]=1)#[CH:5] |f:2.3.4|. Procedure details: To a solution of 3-((trimethylsilyl)ethynyl)imidazo[1,2-a]pyrazine (1.39 mol) in 10× volume of Ethyl acetate and 1.5× volume of Methanol is added two and a half equivalents of potassium carbonate at ambient temperature and the solution stirred for 1 hour. Potassium carbonate is filtered off and the organic stream is washed with water and with saturated sodium chloride solution (two or more times). The reactants are OC1=C(C(N(C(=C1)C)C)=O)C(C=CC1=CC(=CC=C1)OCC(=O)OC)=O (4-hydroxy-3-[3-[3-(methoxycarbonylmethoxy)phenyl]-1-oxo-2-propenyl]-1,6-dimethyl-2(1H)-pyridinone), [H-].[Na+] (sodium hydride), C(C#C)N (propargylamine), [Cl-] (chloride). Solvent: CN(C=O)C (dimethylformamide), O (water). Conditions: time 1 hour. The product is C(C#C)NC1=C(C(N(C(=C1)C)C)=O)C(C=CC1=CC(=CC=C1)OCC(=O)OC)=O (4-propargylamino-3-[3-[3-(methoxycarbonylmethoxy)phenyl]-1-oxo-2-propenyl]-1,6-dimethyl-2(1H)-pyridinone). Isolated yield 10.2%. As a reaction SMILES: O[C:2]1[CH:7]=[C:6]([CH3:8])[N:5]([CH3:9])[C:4](=[O:10])[C:3]=1[C:11](=[O:26])[CH:12]=[CH:13][C:14]1[CH:19]=[CH:18][CH:17]=[C:16]([O:20][CH2:21][C:22]([O:24][CH3:25])=[O:23])[CH:15]=1.[H-].[Na+].[Cl-].[CH2:30]([NH2:33])[C:31]#[CH:32]>CN(C)C=O.O>[CH2:30]([NH:33][C:2]1[CH:7]=[C:6]([CH3:8])[N:5]([CH3:9])[C:4](=[O:10])[C:3]=1[C:11](=[O:26])[CH:12]=[CH:13][C:14]1[CH:19]=[CH:18][CH:17]=[C:16]([O:20][CH2:21][C:22]([O:24][CH3:25])=[O:23])[CH:15]=1)[C:31]#[CH:32] |f:1.2|. Procedure: To a solution of 0.71 g of 4-hydroxy-3-[3-[3-(methoxycarbonylmethoxy)phenyl]-1-oxo-2-propenyl]-1,6-dimethyl-2(1H)-pyridinone in 5 ml of dimethylformamide was added 0.090 g of sodium hydride (60% oily), and this was stirred at room temperature for 1 hour. 0.46 g of paratoluenesulfonyl chloride was added thereto, this was stirred at room temperature for 4 hours, then, 0.60 g of propargylamine was added, and this was stirred at room temperature overnight. To the reaction solution was added water, t... Starting materials: CCOC(C)=O, COc1nnc(N)s1, O=C(Cl)Cl. The product is COc1nnc(N=C=O)s1. As a reaction SMILES: [CH3:13][CH2:14][O:15][C:16](=[O:17])[CH3:18].[CH3:5][O:6][c:7]1[n:8][n:9][c:10]([NH2:12])[s:11]1.[Cl:1][C:2]([Cl:3])=[O:4]>>[C:2](=[O:4])=[N:12][c:10]1[n:9][n:8][c:7]([O:6][CH3:5])[s:11]1. Starting materials: FC1=C(C=C(C=C1)OC)F (1,2-difluoro-4-(methyloxy)benzene), C(C)(C)NC(C)C (diisopropylamine), [Li]CCCC (BuLi), CN(C)C=O (DMF). Solvent: C1CCOC1 (THF), O (water), C1CCOC1 (THF). Run at temperature -78 celsius, time 45 minute. The product is FC1=C(C=O)C(=CC=C1F)OC (2,3-Difluoro-6-(methyloxy)benzaldehyde). The yield is 75.8%. RXN SMILES: C(NC(C)C)(C)C.[Li]CCCC.[F:13][C:14]1[CH:19]=[CH:18][C:17]([O:20][CH3:21])=[CH:16][C:15]=1[F:22].CN([CH:26]=[O:27])C>C1COCC1.O>[F:22][C:15]1[C:14]([F:13])=[CH:19][CH:18]=[C:17]([O:20][CH3:21])[C:16]=1[CH:26]=[O:27]. Reported procedure: To a solution of diisopropylamine (14.6 mL, 103.5 mmol) in dry THF (50 mL) cooled to −78° C. was added a solution of BuLi (1.6 M in hexane, 47 mL, 75.9 mmol) dropwise under argon, keeping the temperature below −60° C. It was stirred at this temperature for 15 minutes after which a solution of 1,2-difluoro-4-(methyloxy)benzene (10 g, 69 mmol) in dry THF (50 mL) was added slowly. The mixture was left stirring at −78° C. for 45 minutes followed by slow addition of DMF (6.37 mL, 82.8 mmol) maintaini...